This data is from the Open Reaction Database (ORD), a public repository of structured organic reaction records. The task is: describe an organic reaction: reactants, conditions, products, and yield Reactants: CCOC(=O)C(C)NC(Cc1ccc(-c2cccc(Cl)c2)cc1)C(=O)N(C)c1nnnn1Cc1ccc(OC)cc1, ClCCl, O=C(O)C(F)(F)F. Yields the product CCOC(=O)C(C)NC(Cc1ccc(-c2cccc(Cl)c2)cc1)C(=O)N(C)c1nnn[nH]1. Reaction SMILES: [CH2:1]([CH3:2])[O:3][C:4]([CH:5]([CH3:6])[NH:7][CH:8]([CH2:9][c:10]1[cH:11][cH:12][c:13](-[c:16]2[cH:17][c:18]([Cl:22])[cH:19][cH:20][cH:21]2)[cH:14][cH:15]1)[C:23]([N:24]([CH3:25])[c:26]1[n:27][n:28][n:29][n:30]1[CH2:31][c:32]1[cH:33][cH:34][c:35]([O:36][CH3:37])[cH:38][cH:39]1)=[O:40])=[O:41].[Cl:42][CH2:43][Cl:44].[F:45][C:46]([F:47])([F:48])[C:49]([OH:50])=[O:51]>>[CH2:1]([CH3:2])[O:3][C:4]([CH:5]([CH3:6])[NH:7][CH:8]([CH2:9][c:10]1[cH:11][cH:12][c:13](-[c:16]2[cH:17][c:18]([Cl:22])[cH:19][cH:20][cH:21]2)[cH:14][cH:15]1)[C:23]([N:24]([CH3:25])[c:26]1[n:27][n:28][n:29][nH:30]1)=[O:40])=[O:41]. The reactants are O[C@H]1C[C@@H]2CC[C@H]3[C@@H]4CC[C@H](C(C(I)COC(C)=O)=O)[C@]4(CC([C@@H]3[C@]2(CC1)C)=O)C (3α-hydroxy-21-iodo-acetoxymethyl-5α-pregnane-11,20-dione), C(C)NCC (diethylamine). Solvent: ClCCl (dichloromethane). The product is C(C)N(CC)CC(=O)OCCC([C@H]1CC[C@H]2[C@@H]3CC[C@H]4C[C@@H](CC[C@]4(C)[C@H]3C(C[C@]12C)=O)O)=O (21-Diethylaminoacetoxymethyl-3α-hydroxy-5α -pregnane-11,20-dione). RXN SMILES: [OH:1][C@@H:2]1[CH2:27][CH2:26][C@@:25]2([CH3:28])[C@@H:4]([CH2:5][CH2:6][C@@H:7]3[C@@H:24]2[C:23](=[O:29])[CH2:22][C@@:21]2([CH3:30])[C@H:8]3[CH2:9][CH2:10][C@@H:11]2[C:12](=[O:20])[CH:13]([CH2:15][O:16][C:17](=[O:19])[CH3:18])I)[CH2:3]1.[CH2:31]([NH:33][CH2:34][CH3:35])[CH3:32]>ClCCl>[CH2:31]([N:33]([CH2:18][C:17]([O:16][CH2:15][CH2:13][C:12](=[O:20])[C@@H:11]1[C@:21]2([CH3:30])[C@H:8]([C@H:7]3[C@H:24]([C:23](=[O:29])[CH2:22]2)[C@:25]2([CH3:28])[C@H:4]([CH2:3][C@H:2]([OH:1])[CH2:27][CH2:26]2)[CH2:5][CH2:6]3)[CH2:9][CH2:10]1)=[O:19])[CH2:34][CH3:35])[CH3:32]. Procedure: 3α-hydroxy-21-iodo-acetoxymethyl-5α-pregnane-11,20-dione (235 mg) in dry dichloromethane (25 ml) was treated with diethylamine (1 ml) in similar manner to that described in Example 35 to give title compound (89 mg)[αD ] + 73° (c 0.42). Reactants: CC(C)(C)OC(=O)N1CCC(Nc2ccc(Br)cc2)CC1, CCCC[Sn](CCCC)(CCCC)c1ncccn1, COCCOC, CCOC(C)=O, O, Cl[Pd]Cl, c1ccc(P(c2ccccc2)c2ccccc2)cc1. Product: CC(C)(C)OC(=O)N1CCC(Nc2ccc(-c3ncccn3)cc2)CC1. As a reaction SMILES: [C:1]([CH3:2])([CH3:3])([CH3:4])[O:5][C:6](=[O:7])[N:8]1[CH2:9][CH2:10][CH:11]([NH:14][c:15]2[cH:16][cH:17][c:18]([Br:21])[cH:19][cH:20]2)[CH2:12][CH2:13]1.[CH2:22]([Sn:23]([CH2:24][CH2:25][CH2:26][CH3:33])([c:27]1[n:28][cH:29][cH:30][cH:31][n:32]1)[CH2:34][CH2:35][CH2:36][CH3:37])[CH2:38][CH2:39][CH3:40].[CH3:41][O:42][CH2:43][CH2:44][O:45][CH3:46].[CH3:47][CH2:48][O:49][C:50]([CH3:51])=[O:52].[OH2:53].[Pd:54]([Cl:55])[Cl:56].[c:57]1([P:58]([c:59]2[cH:60][cH:61][cH:62][cH:63][cH:64]2)[c:65]2[cH:66][cH:67][cH:68][cH:69][cH:70]2)[cH:71][cH:72][cH:73][cH:74][cH:75]1>>[C:1]([CH3:2])([CH3:3])([CH3:4])[O:5][C:6](=[O:7])[N:8]1[CH2:9][CH2:10][CH:11]([NH:14][c:15]2[cH:16][cH:17][c:18](-[c:27]3[n:28][cH:29][cH:30][cH:31][n:32]3)[cH:19][cH:20]2)[CH2:12][CH2:13]1. The reactants are CCOCCn1c(N2CCCNCC2)nc2ccccc21, COc1cc(CN2CCC(CCOS(C)(=O)=O)(Cc3ccc(C(F)(F)F)cc3)C2=O)cc(OC)c1OC, CC#N, CCN(C(C)C)C(C)C, ClCCl, I. Product: CCOCCn1c(N2CCCN(CCC3(Cc4ccc(C(F)(F)F)cc4)CCN(Cc4cc(OC)c(OC)c(OC)c4)C3=O)CC2)nc2ccccc21. As a reaction SMILES: [CH2:39]([CH3:40])[O:41][CH2:42][CH2:43][n:44]1[c:45]([N:53]2[CH2:54][CH2:55][NH:56][CH2:57][CH2:58][CH2:59]2)[n:46][c:47]2[c:48]1[cH:49][cH:50][cH:51][cH:52]2.[CH3:1][O:2][c:3]1[cH:4][c:5]([CH2:6][N:7]2[C:8](=[O:30])[C:9]([CH2:12][CH2:13][O:14][S:15]([CH3:16])(=[O:17])=[O:18])([CH2:19][c:20]3[cH:21][cH:22][c:23]([C:26]([F:27])([F:28])[F:29])[cH:24][cH:25]3)[CH2:10][CH2:11]2)[cH:31][c:32]([O:36][CH3:37])[c:33]1[O:34][CH3:35].[CH3:69][C:70]#[N:71].[CH:60]([N:61]([CH2:62][CH3:63])[CH:64]([CH3:65])[CH3:66])([CH3:67])[CH3:68].[Cl:72][CH2:73][Cl:74].[IH:38]>>[CH3:1][O:2][c:3]1[cH:4][c:5]([CH2:6][N:7]2[C:8](=[O:30])[C:9]([CH2:12][CH2:13][N:56]3[CH2:55][CH2:54][N:53]([c:45]4[n:44]([CH2:43][CH2:42][O:41][CH2:39][CH3:40])[c:48]5[c:47]([n:46]4)[cH:52][cH:51][cH:50][cH:49]5)[CH2:59][CH2:58][CH2:57]3)([CH2:19][c:20]3[cH:21][cH:22][c:23]([C:26]([F:27])([F:28])[F:29])[cH:24][cH:25]3)[CH2:10][CH2:11]2)[cH:31][c:32]([O:36][CH3:37])[c:33]1[O:34][CH3:35]. Reactants: [N+](=O)([O-])C1=C(C=CC=2C(C3=CC=CC=C3C(C12)=O)=O)C (1-nitro-2-methylanthraquinone), Na2S.9H2O. The solvent is O (H2O). Reaction conditions: time 2 hour. Yields the product NC1=C(C=CC=2C(C3=CC=CC=C3C(C12)=O)=O)C (1-amino-2-methylanthraquinone). RXN SMILES: [N+:1]([C:4]1[C:17]2[C:16](=[O:18])[C:15]3[C:10](=[CH:11][CH:12]=[CH:13][CH:14]=3)[C:9](=[O:19])[C:8]=2[CH:7]=[CH:6][C:5]=1[CH3:20])([O-])=O>O>[NH2:1][C:4]1[C:17]2[C:16](=[O:18])[C:15]3[C:10](=[CH:11][CH:12]=[CH:13][CH:14]=3)[C:9](=[O:19])[C:8]=2[CH:7]=[CH:6][C:5]=1[CH3:20]. Reported procedure: The wet filter cake of 1-nitro-2-methylanthraquinone (0.45 mole) was placed in a 5 l flask. To the flask was added 420 g (1.75 mole) of Na2S.9H2O dissolved in 2.5 l of H2O and the slurry was heated and then stirred at 95°-99° C. for 2 hours. The reaction mixture was filtered and the orangish-red solid 1-amino-2-methylanthraquinone product was washed with hot H2O until the filtrate was clear and dried in vacuo at 70° C. The reactants are N1(CCCC1)C1=NC(=CC=C1C=C)C(F)(F)F (2-pyrrolidin-1-yl-6-(trifluoromethyl)-3-vinylpyridine), Co(TPP), CN1C=NC=C1 (1-methyl-1H-imidazole), C(C)OC(C=[N+]=[N-])=O (ethyldiazoacetate). Solvent: C1(=CC=CC=C1)C (toluene). Conditions: time 5 minute. Product: N1(CCCC1)C1=NC(=CC=C1C1C(C1)C(=O)OCC)C(F)(F)F (ethyl 2-[2-pyrrolidin-1-yl-6-(trifluoromethyl)pyridin-3-yl]cyclopropanecarboxylate). Isolated yield 92.1%. As a reaction SMILES: [N:1]1([C:6]2[C:11]([CH:12]=[CH2:13])=[CH:10][CH:9]=[C:8]([C:14]([F:17])([F:16])[F:15])[N:7]=2)[CH2:5][CH2:4][CH2:3][CH2:2]1.CN1C=CN=C1.[CH2:24]([O:26][C:27](=[O:31])[CH:28]=[N+]=[N-])[CH3:25]>C1(C)C=CC=CC=1>[N:1]1([C:6]2[C:11]([CH:12]3[CH2:13][CH:28]3[C:27]([O:26][CH2:24][CH3:25])=[O:31])=[CH:10][CH:9]=[C:8]([C:14]([F:17])([F:15])[F:16])[N:7]=2)[CH2:2][CH2:3][CH2:4][CH2:5]1. Procedure: To a THF (25 ml) suspension of methyltriphenylphosphonium bromide (3.8 g, 10.6 mmol) was added 1.60 M n-butyllithium in hexane solution (6.7 ml, 10.6 mmol) at 0° C. and the reaction was stirred for 30 minutes. Then the THF (5 ml) solution of the compound of Example 46C (1.3 g, 5.3 mmol) was added to at room temperature and stirred for 1 hour at room temperature. The reaction was quenched with saturated ammonium chloride aqueous solution, and the whole was extracted with EtOAc, dried over magnesi... The reactants are C(CC(O)(C(=O)O)CC(=O)O)(=O)O (citric acid), [N+](=O)([O-])C=1C=C(C=CC1)O (3-nitrophenol), P(=O)([O-])([O-])[O-].[K+].[K+].[K+] (tripotassium phosphate), C(C)(C)(C)P(C1=C(C=CC=C1)C1=C(C=C(C=C1C(C)C)C(C)C)C(C)C)C(C)(C)C (2-(di-tert-butylphosphino)-2′,4′,6′-triisopropylbiphenyl), C(C1=CC=CC=C1)(=O)NC1=C(C(=O)OC(C)(C)C)C=CC(=C1)Br (tert-butyl 2-(benzamido)-4-bromobenzoate), C(C)(C)(C)P(C1=C(C=CC=C1)C1=C(C=C(C=C1C(C)C)C(C)C)C(C)C)C(C)(C)C (2-(di-tert-butylphosphino)-2′,4′,6′-triisopropylbiphenyl). The reagents and catalysts are C=1C=CC(=CC1)/C=C/C(=O)/C=C/C2=CC=CC=C2.C=1C=CC(=CC1)/C=C/C(=O)/C=C/C2=CC=CC=C2.C=1C=CC(=CC1)/C=C/C(=O)/C=C/C2=CC=CC=C2.[Pd].[Pd] (tris(dibenzylideneacetone)dipalladium(0)), C=1C=CC(=CC1)/C=C/C(=O)/C=C/C2=CC=CC=C2.C=1C=CC(=CC1)/C=C/C(=O)/C=C/C2=CC=CC=C2.C=1C=CC(=CC1)/C=C/C(=O)/C=C/C2=CC=CC=C2.[Pd].[Pd] (tris(dibenzylideneacetone)dipalladium(0)). Run in C(C)(=O)OCC (ethyl acetate), C1(=CC=CC=C1)C (toluene). Product: C(C1=CC=CC=C1)(=O)NC1=C(C(=O)OC(C)(C)C)C=CC(=C1)OC1=CC(=CC=C1)[N+](=O)[O-] (tert-butyl 2-(benzamido)-4-(3-nitrophenoxy)benzoate). RXN SMILES: [N+:1]([C:4]1[CH:5]=[C:6]([OH:10])[CH:7]=[CH:8][CH:9]=1)([O-:3])=[O:2].P([O-])([O-])([O-])=O.[K+].[K+].[K+].C(P(C(C)(C)C)C1C=CC=CC=1C1C(C(C)C)=CC(C(C)C)=CC=1C(C)C)(C)(C)C.[C:49]([NH:57][C:58]1[CH:70]=[C:69](Br)[CH:68]=[CH:67][C:59]=1[C:60]([O:62][C:63]([CH3:66])([CH3:65])[CH3:64])=[O:61])(=[O:56])[C:50]1[CH:55]=[CH:54][CH:53]=[CH:52][CH:51]=1.C(O)(=O)CC(CC(O)=O)(C(O)=O)O>C1C=CC(/C=C/C(/C=C/C2C=CC=CC=2)=O)=CC=1.C1C=CC(/C=C/C(/C=C/C2C=CC=CC=2)=O)=CC=1.C1C=CC(/C=C/C(/C=C/C2C=CC=CC=2)=O)=CC=1.[Pd].[Pd].C(OCC)(=O)C.C1(C)C=CC=CC=1>[C:49]([NH:57][C:58]1[CH:70]=[C:69]([O:10][C:6]2[CH:7]=[CH:8][CH:9]=[C:4]([N+:1]([O-:3])=[O:2])[CH:5]=2)[CH:68]=[CH:67][C:59]=1[C:60]([O:62][C:63]([CH3:65])([CH3:66])[CH3:64])=[O:61])(=[O:56])[C:50]1[CH:51]=[CH:52][CH:53]=[CH:54][CH:55]=1 |f:1.2.3.4,8.9.10.11.12|. Reported procedure: 31 mg of 3-nitrophenol, 79 mg of tripotassium phosphate, 4.7 mg of 2-(di-tert-butylphosphino)-2′,4′,6′-triisopropylbiphenyl and 6.8 mg of tris(dibenzylideneacetone)dipalladium(0) were added to 1.4 mL of toluene solution containing 70 mg of tert-butyl 2-(benzamido)-4-bromobenzoate at room temperature, and the resulting mixture was heated to reflux under nitrogen atmosphere for 2 hours. After the reaction mixture was cooled to room temperature, 4.7 mg of 2-(di-tert-butylphosphino)-2′,4′,6′-triisop...